From a dataset of the Open Reaction Database (ORD), a public repository of structured organic reaction records. describe an organic reaction: reactants, conditions, products, and yield Starting materials: [N+](=O)([O-])C1=CC=C(C=C1)C(CC(C(=O)OCC)=O)=O (Ethyl 4-(4-nitrophenyl)-2,4-dioxobutanoate), CNN (methylhydrazine). The solvent is FC(C(C(F)(F)F)O)(F)F (hexafluoroisopropanol). Reaction conditions: time 3 hour. The product is CN1N=C(C=C1C1=CC=C(C=C1)[N+](=O)[O-])C(=O)OCC (ethyl 1-methyl-5-(4-nitrophenyl)-1H-pyrazole-3-carboxylate). As a reaction SMILES: [N+:1]([C:4]1[CH:9]=[CH:8][C:7]([C:10](=O)[CH2:11][C:12](=O)[C:13]([O:15][CH2:16][CH3:17])=[O:14])=[CH:6][CH:5]=1)([O-:3])=[O:2].[CH3:20][NH:21][NH2:22]>FC(F)(F)C(O)C(F)(F)F>[CH3:20][N:21]1[C:10]([C:7]2[CH:8]=[CH:9][C:4]([N+:1]([O-:3])=[O:2])=[CH:5][CH:6]=2)=[CH:11][C:12]([C:13]([O:15][CH2:16][CH3:17])=[O:14])=[N:22]1. Reported procedure: Ethyl 4-(4-nitrophenyl)-2,4-dioxobutanoate (500 mg, 1.885 mmol) was dissolved in hexafluoroisopropanol (4 ml) and methylhydrazine (87 mg, 1.885 mmol) was added dropwise. The reaction mixture was stirred at room temperature for 3 hours, concentrated to dryness, triturated with ether; and filtered to provide the title compound. The reactants are BrC=1C=C2CCCNC2=NC1 (6-bromo-1,2,3,4-tetrahydro-[1,8]naphthyridine), Intermediate A, B1(OC(C(O1)(C)C)(C)C)B2OC(C(O2)(C)C)(C)C (bis(pinacolato)diboron), C(C)(=O)[O-].[K+] (potassium acetate), BrC=1C=NC=C(C1C(C)(C)O)F (2-(3-bromo-5-fluoro-pyridin-4-yl)-propan-2-ol), C(=O)([O-])[O-].[Na+].[Na+] (Na2CO3). The reagents and catalysts are C1=CC=C(C=C1)P([C-]2C=CC=C2)C3=CC=CC=C3.C1=CC=C(C=C1)P([C-]2C=CC=C2)C3=CC=CC=C3.Cl[Pd]Cl.[Fe+2] ([1,1′-bis(diphenylphosphino)ferrocene)dichloropalladium(II)), C1=CC=C(C=C1)P([C-]2C=CC=C2)C3=CC=CC=C3.C1=CC=C(C=C1)P([C-]2C=CC=C2)C3=CC=CC=C3.Cl[Pd]Cl.[Fe+2] ([1,1′-bis(diphenylphosphino)ferrocene)dichloropalladium(II)). The solvent is O1CCOCC1 (1,4-dioxane). Run at temperature 120 celsius, time 2 hour. Product: FC=1C=NC=C(C1C(C)(C)O)C=1C=NC=2NCCCC2C1 (2-[3-fluoro-5-(5,6,7,8-tetrahydro-[1,8]naphthyridin-3-yl)-pyridin-4-yl]-propan-2-ol). As a reaction SMILES: Br[C:2]1[CH:3]=[C:4]2[C:9](=[N:10][CH:11]=1)[NH:8][CH2:7][CH2:6][CH2:5]2.B1(B2OC(C)(C)C(C)(C)O2)OC(C)(C)C(C)(C)O1.C([O-])(=O)C.[K+].Br[C:36]1[CH:37]=[N:38][CH:39]=[C:40]([F:46])[C:41]=1[C:42]([OH:45])([CH3:44])[CH3:43].C([O-])([O-])=O.[Na+].[Na+]>O1CCOCC1.C1C=CC(P(C2C=CC=CC=2)[C-]2C=CC=C2)=CC=1.C1C=CC(P(C2C=CC=CC=2)[C-]2C=CC=C2)=CC=1.Cl[Pd]Cl.[Fe+2]>[F:46][C:40]1[CH:39]=[N:38][CH:37]=[C:36]([C:2]2[CH:11]=[N:10][C:9]3[NH:8][CH2:7][CH2:6][CH2:5][C:4]=3[CH:3]=2)[C:41]=1[C:42]([OH:45])([CH3:43])[CH3:44] |f:2.3,5.6.7,9.10.11.12|. Procedure: To a vial is added 6-bromo-1,2,3,4-tetrahydro-[1,8]naphthyridine, Intermediate A (144 mg, 0.68 mmol), bis(pinacolato)diboron (223 mg, 0.88 mmol), potassium acetate (200 mg, 2 mmol) and [1,1′-bis(diphenylphosphino)ferrocene)dichloropalladium(II) (50 mg, 0.07 mmol) in 5 ml of 1,4-dioxane. The reaction mixture is stirred at 120° C. under Ar for 2 hours. The reaction mixture is cooled down to room temperature, followed by the addition of 2-(3-bromo-5-fluoro-pyridin-4-yl)-propan-2-ol (190 mg, 0.81 mm... Starting materials: C(C1=CC=CC=C1)OP(OCC1=CC=CC=C1)(=O)NC1=C(C=CC(=C1)C(C)(C)C)N1CCOCC1 (dibenzyl N-(5-tert.-butyl-2-morpholinophenyl) phosphoramidic acid). Reagents/catalysts: [Pd] (palladium on carbon). The solvent is CO (methanol). Product: C(C)(C)(C)C=1C=CC(=C(C1)NP(O)(O)=O)N1CCOCC1 (N-(5-tert.-butyl-2-morpholinophenyl)phosphoramidic acid). Yield: 70.0%. As a reaction SMILES: C([O:8][P:9]([NH:19][C:20]1[CH:25]=[C:24]([C:26]([CH3:29])([CH3:28])[CH3:27])[CH:23]=[CH:22][C:21]=1[N:30]1[CH2:35][CH2:34][O:33][CH2:32][CH2:31]1)(=[O:18])[O:10]CC1C=CC=CC=1)C1C=CC=CC=1>[Pd].CO>[C:26]([C:24]1[CH:23]=[CH:22][C:21]([N:30]2[CH2:35][CH2:34][O:33][CH2:32][CH2:31]2)=[C:20]([NH:19][P:9](=[O:8])([OH:10])[OH:18])[CH:25]=1)([CH3:29])([CH3:27])[CH3:28]. Reported procedure: A solution of 1 g. of dibenzyl N-(5-tert.-butyl-2-morpholinophenyl) phosphoramidic acid dissolved in 100 ml. of dry methanol and 0.4 g. of palladium on carbon catalyst (wetted in monoglyme) was hydrogenated for 1/2 hour in a hydrogenation bottle. The resultant reaction mixture was filtered through Celite and the filtrate evaporated to dryness under reduced pressure. The product was obtained as a gray, crystalline solid residue (0.7 g.; 70% yield) melting at 79°-83° C.